From a dataset of the Open Reaction Database (ORD), a public repository of structured organic reaction records. describe an organic reaction: reactants, conditions, products, and yield The reactants are OC1=C(C(=CC2=C1N=C(N2C)C)N(C(C)=O)C)CCC(C2=CC=CC=C2)O (N-[7-hydroxy-6-(3-hydroxy-3-phenyl-propyl)-2,3-dimethyl-3H-benzoimidazol-5-yl]-N-methyl-acetamide), [OH-].[Na+] (sodium hydroxide). The solvent is orthcphosphodc acid. Run at temperature 80 celsius, time 2 hour. The product is CC1=NC2=C(N1C)C=C(C=1CCC(OC12)C1=CC=CC=C1)N(C(C)=O)C (N-(2,3-Dimethyl-8-phenyl-3,6,7,8-tetrahydro-chromeno[7,8-d]imidazol-5-yl)-N-methyl-acetamide). The yield is 57.0%. As a reaction SMILES: [OH:1][C:2]1[C:7]2[N:8]=[C:9]([CH3:12])[N:10]([CH3:11])[C:6]=2[CH:5]=[C:4]([N:13]([CH3:17])[C:14](=[O:16])[CH3:15])[C:3]=1[CH2:18][CH2:19][CH:20](O)[C:21]1[CH:26]=[CH:25][CH:24]=[CH:23][CH:22]=1.[OH-].[Na+]>>[CH3:12][C:9]1[N:10]([CH3:11])[C:6]2[CH:5]=[C:4]([N:13]([CH3:17])[C:14](=[O:16])[CH3:15])[C:3]3[CH2:18][CH2:19][CH:20]([C:21]4[CH:26]=[CH:25][CH:24]=[CH:23][CH:22]=4)[O:1][C:2]=3[C:7]=2[N:8]=1 |f:1.2|. Procedure details: A suspension of 0.75 g (2.0 mmol) N-[7-hydroxy-6-(3-hydroxy-3-phenyl-propyl)-2,3-dimethyl-3H-benzoimidazol-5-yl]-N-methyl-acetamide in 8 ml 85% orthcphosphodc acid was heated to 80° C. After 2 h stirring, the reaction was cooled to room temperature, neutralized with 6M sodium hydroxide and extracted with ethyl acetate (3×20 ml). The organic layers were dried over magnesium sulphate and concentrated in vacuo. The residue was crystallized from ethyl acetate/disopropyl ether (1:10) to afford the ti... Reactants: C1C(CC2CCCCC12)N1CCC2(C(CCN2C2=CC=CC=C2)O)CC1 (8-(octahydro-inden-2-yl)-1-phenyl-1,8-diaza-spiro[4.5]decan-4-ol), C(\C=C\C(=O)[O-])(=O)[O-] (fumarate), C(\C=C\C(=O)O)(=O)O (fumaric acid). Run in C(C)OCC (diethyl ether). The product is C(\C=C\C(=O)O)(=O)O.C1C(CC2CCCCC12)N1CCC2(C(CCN2C2=CC=CC=C2)=O)CC1 ((3aRS,7aSR)-8-(Octahydro-inden-2-yl)-1-phenyl-1,8-diaza-spiro[4.5]decan-4-one fumarate). RXN SMILES: [CH2:1]1[CH:9]2[CH:4]([CH2:5][CH2:6][CH2:7][CH2:8]2)[CH2:3][CH:2]1[N:10]1[CH2:26][CH2:25][C:13]2([N:17]([C:18]3[CH:23]=[CH:22][CH:21]=[CH:20][CH:19]=3)[CH2:16][CH2:15][CH:14]2[OH:24])[CH2:12][CH2:11]1.[C:27]([O-:34])(=[O:33])/[CH:28]=[CH:29]/[C:30]([O-:32])=[O:31].C(O)(=O)/C=C/C(O)=O>C(OCC)C>[C:27]([OH:34])(=[O:33])/[CH:28]=[CH:29]/[C:30]([OH:32])=[O:31].[CH2:1]1[CH:9]2[CH:4]([CH2:5][CH2:6][CH2:7][CH2:8]2)[CH2:3][CH:2]1[N:10]1[CH2:26][CH2:25][C:13]2([N:17]([C:18]3[CH:23]=[CH:22][CH:21]=[CH:20][CH:19]=3)[CH2:16][CH2:15][C:14]2=[O:24])[CH2:12][CH2:11]1 |f:4.5|. Procedure details: Oxidation of 8-(octahydro-inden-2-yl)-1-phenyl-1,8-diaza-spiro[4.5]decan-4-ol (mixture of diastereoisomers) according to the general method of example 20 and formation of the fumarate with fumaric acid in diethyl ether yielded the title compound, pale brown solid, m.p. 225° C. and MS: m/e=353.4 (M+H+). Starting materials: [BH4-], CCO, [Na+], O, O=C1c2ccccc2-c2[nH]nc(-c3ccccc3)c21. Yields the product OC1c2ccccc2-c2[nH]nc(-c3ccccc3)c21. Reaction SMILES: [BH4-:20].[CH3:22][CH2:23][OH:24].[Na+:21].[OH2:25].[c:1]1(-[c:7]2[c:8]3[c:9]([nH:10][n:11]2)-[c:12]2[cH:13][cH:14][cH:15][cH:16][c:17]2[C:18]3=[O:19])[cH:2][cH:3][cH:4][cH:5][cH:6]1>>[c:1]1(-[c:7]2[c:8]3[c:9]([nH:10][n:11]2)-[c:12]2[cH:13][cH:14][cH:15][cH:16][c:17]2[CH:18]3[OH:19])[cH:2][cH:3][cH:4][cH:5][cH:6]1.